This data is from the Open Reaction Database (ORD), a public repository of structured organic reaction records. The task is: describe an organic reaction: reactants, conditions, products, and yield The reactants are [BH4-], CCB(CC)CC, CO, CCOC(=O)CC(=O)CC(O)C=CC(=C(c1ccc(F)cc1)c1ccc(F)cc1)n1cnnn1, [Na+], C1CCOC1. Yields the product CCOC(=O)CC(O)CC(O)C=CC(=C(c1ccc(F)cc1)c1ccc(F)cc1)n1cnnn1. As a reaction SMILES: [BH4-:42].[CH2:35]([B:36]([CH2:37][CH3:38])[CH2:39][CH3:40])[CH3:41].[CH3:44][OH:45].[F:1][c:2]1[cH:3][cH:4][c:5]([C:8](=[C:9]([CH:10]=[CH:11][CH:12]([CH2:13][C:14]([CH2:15][C:16](=[O:17])[O:18][CH2:19][CH3:20])=[O:21])[OH:22])[n:23]2[n:24][n:25][n:26][cH:27]2)[c:28]2[cH:29][cH:30][c:31]([F:34])[cH:32][cH:33]2)[cH:6][cH:7]1.[Na+:43].[O:46]1[CH2:47][CH2:48][CH2:49][CH2:50]1>>[F:1][c:2]1[cH:3][cH:4][c:5]([C:8](=[C:9]([CH:10]=[CH:11][CH:12]([CH2:13][CH:14]([CH2:15][C:16](=[O:17])[O:18][CH2:19][CH3:20])[OH:21])[OH:22])[n:23]2[n:24][n:25][n:26][cH:27]2)[c:28]2[cH:29][cH:30][c:31]([F:34])[cH:32][cH:33]2)[cH:6][cH:7]1. Reactants: BrCC=Cc1ccccc1, CCOC(=O)c1cc(-c2ccc(F)c(Cl)c2)n[nH]c1=O. Product: CCOC(=O)c1cc(-c2ccc(F)c(Cl)c2)nn(CC=Cc2ccccc2)c1=O. RXN SMILES: [CH2:21]([CH:22]=[CH:23][c:24]1[cH:25][cH:26][cH:27][cH:28][cH:29]1)[Br:30].[Cl:1][c:2]1[cH:3][c:4](-[c:9]2[cH:10][c:11]([C:16](=[O:17])[O:18][CH2:19][CH3:20])[c:12](=[O:15])[nH:13][n:14]2)[cH:5][cH:6][c:7]1[F:8]>>[Cl:1][c:2]1[cH:3][c:4](-[c:9]2[cH:10][c:11]([C:16](=[O:17])[O:18][CH2:19][CH3:20])[c:12](=[O:15])[n:13]([CH2:21][CH:22]=[CH:23][c:24]3[cH:25][cH:26][cH:27][cH:28][cH:29]3)[n:14]2)[cH:5][cH:6][c:7]1[F:8].